Task: describe an organic reaction: reactants, conditions, products, and yield. Dataset: the Open Reaction Database (ORD), a public repository of structured organic reaction records Starting materials: compound 92, Cl.ClCC1=C(N=C2N1C=CC=C2)C2=CC=C(C=C2)Cl (3-(chloromethyl)-2-(4-chlorophenyl)imidazo[1,2-a]pyridine hydrochloride), O=C1NC=C(C(N1)=O)C(=O)OCC (ethyl 2,4-dioxo-1,2,3,4-tetrahydropyrimidine-5-carboxylate). Product: ClC1=CC=C(C=C1)C=1N=C2N(C=CC=C2)C1CN1C(NC(C(=C1)C(=O)OCC)=O)=O (Ethyl 1-((2-(4-chlorophenyl)imidazo[1,2-a]pyridin-3-yl)methyl)-2,4-dioxo-1,2,3,4-tetrahydropyrimidine-5-carboxylate). As a reaction SMILES: Cl.Cl[CH2:3][C:4]1[N:8]2[CH:9]=[CH:10][CH:11]=[CH:12][C:7]2=[N:6][C:5]=1[C:13]1[CH:18]=[CH:17][C:16]([Cl:19])=[CH:15][CH:14]=1.[O:20]=[C:21]1[NH:26][C:25](=[O:27])[C:24]([C:28]([O:30][CH2:31][CH3:32])=[O:29])=[CH:23][NH:22]1>>[Cl:19][C:16]1[CH:17]=[CH:18][C:13]([C:5]2[N:6]=[C:7]3[CH:12]=[CH:11][CH:10]=[CH:9][N:8]3[C:4]=2[CH2:3][N:22]2[CH:23]=[C:24]([C:28]([O:30][CH2:31][CH3:32])=[O:29])[C:25](=[O:27])[NH:26][C:21]2=[O:20])=[CH:14][CH:15]=1 |f:0.1|. Procedure details: The title compound was prepared according to Method B and the experimentals described for compound 92 from 3-(chloromethyl)-2-(4-chlorophenyl)imidazo[1,2-a]pyridine hydrochloride and ethyl 2,4-dioxo-1,2,3,4-tetrahydropyrimidine-5-carboxylate. M/e+ 425 for C21H18ClN4O4 (M+H)+; 1H-NMR (400 MHz, CDCl3) δ 9.72 (s, 1H), 8.32 (d, J=6.9 Hz, 1H), 7.67 (m, 4H), 7.48 (d, J=8.4 Hz, 2H), 7.31 (t, J=7.3 Hz, 1H), 6.93 (t, J=6.96 Hz, 1H), 5.49 (s, 2H), 4.10 (q, J=6.9 Hz, 2H), 1.16 (t, J=6.9 Hz, 3H) ppm. As a reaction SMILES: [C:1]1([CH3:10])[CH:6]=[CH:5][C:4](B(O)O)=[CH:3][CH:2]=1.Br[C:12]1[O:13][CH:14]=[CH:15][CH:16]=1.C(COC)OC.C(=O)([O-])[O-].[Na+].[Na+]>C1C=CC([P]([Pd]([P](C2C=CC=CC=2)(C2C=CC=CC=2)C2C=CC=CC=2)([P](C2C=CC=CC=2)(C2C=CC=CC=2)C2C=CC=CC=2)[P](C2C=CC=CC=2)(C2C=CC=CC=2)C2C=CC=CC=2)(C2C=CC=CC=2)C2C=CC=CC=2)=CC=1.O.C(O)C>[C:1]1([CH3:10])[CH:6]=[CH:5][C:4]([C:12]2[O:13][CH:14]=[CH:15][CH:16]=2)=[CH:3][CH:2]=1 |f:3.4.5,^1:32,34,53,72|. Procedure: 4-tolylboronic acid (500 mg), 2-bromofuran, and tetrakis(triphenylphosphine)palladium (177 mg) were added to the mixture of 24 ml of dimethoxyethane and 15 ml of ethanol under nitrogen atmosphere. Additionally 1N sodium carbonate (12 ml) was added to the mixture and the resulting mixture was heated at reflux for 2 h. Water was added to the mixture and the mitture was extracted with diethyl ether. The organic layer was dried and the solvent was removed under reduced pressure. The residue was puri... Run in C(C)O (ethanol), O (Water). Starting materials: C1(=CC=C(C=C1)B(O)O)C (4-tolylboronic acid), BrC=1OC=CC1 (2-bromofuran), C(OC)COC (dimethoxyethane), C([O-])([O-])=O.[Na+].[Na+] (sodium carbonate). Yields the product C1(=CC=C(C=C1)C=1OC=CC1)C (2-(4-tolyl)furan). The reagents and catalysts are C=1C=CC(=CC1)[P](C=2C=CC=CC2)(C=3C=CC=CC3)[Pd]([P](C=4C=CC=CC4)(C=5C=CC=CC5)C=6C=CC=CC6)([P](C=7C=CC=CC7)(C=8C=CC=CC8)C=9C=CC=CC9)[P](C=1C=CC=CC1)(C=1C=CC=CC1)C=1C=CC=CC1 (tetrakis(triphenylphosphine)palladium). Reactants: C1CCC2=NCCCN2CC1 (DBU), Cl[Si](CC)(CC)CC (chlorotriethylsilane), FC1(CCC(CC1)CCC(=O)C1(CC1)C(F)(F)F)F (3-(4,4-difluorocyclohexyl)-1-(1-trifluoromethylcyclopropyl)propan-1-one). Run in C1CCOC1 (THF). Reaction conditions: time 2 hour. The product is FC1(CCC(CC1)CC=C(O[Si](CC)(CC)CC)C1(CC1)C(F)(F)F)F ({3-(4,4-difluorocyclohexyl)-1-(1-trifluoromethylcyclopropyl)prop-1-enyloxy}triethylsilane). Yield: 90.2%. RXN SMILES: [F:1][C:2]1([F:19])[CH2:7][CH2:6][CH:5]([CH2:8][CH2:9][C:10]([C:12]2([C:15]([F:18])([F:17])[F:16])[CH2:14][CH2:13]2)=[O:11])[CH2:4][CH2:3]1.C1CCN2C(=NCCC2)CC1.Cl[Si:32]([CH2:37][CH3:38])([CH2:35][CH3:36])[CH2:33][CH3:34]>C1COCC1>[F:1][C:2]1([F:19])[CH2:3][CH2:4][CH:5]([CH2:8][CH:9]=[C:10]([C:12]2([C:15]([F:16])([F:17])[F:18])[CH2:13][CH2:14]2)[O:11][Si:32]([CH2:37][CH3:38])([CH2:35][CH3:36])[CH2:33][CH3:34])[CH2:6][CH2:7]1. Procedure details: 3-(4,4-Difluorocyclohexyl)-1-(1-trifluoromethylcyclopropyl)propan-1-one (0.200 g, 0.704 mmol) obtained in step 3 was dissolved in THF (2.0 mL). Under ice-cooled condition, DBU (0.117 mL, 0.774 mmol) and chlorotriethylsilane (0.130 mL, 0.774 mmol) were added, and the mixture was stirred at room temperature for 2 hours. The reaction mixture was extracted with heptane after adding a saturated sodium hydrogen carbonate aqueous solution. The organic layer was washed with saturated brine, and dried ov... The product is COC(C(=C(C)C)N1C([C@@H]([C@H]1SC(C)=O)OC)=O)=O (2-[(3S,4R)-4-acetylthio-3-methoxy-2-oxoazetidin-1-yl]-3-methylcrotonic acid methyl ester). Reactants: solution, [BH4-].[Na+] (sodium borohydride), C(C)(=O)Br (acetyl bromide), COC(C(=C(C)C)N1C([C@@H]([C@H]1SSC=1SC2=C(N1)C=CC=C2)OC)=O)=O (2-[(3S,4R)-4-(benzthiazol-2-yldithio)-3-methoxy-2-oxoazetidin-1-yl]-3-methylcrotonic acid methyl ester), C1=CC=CC=C1 (benzene). The solvent is CN(C=O)C (dimethylformamide), C1(=CC=CC=C1)C.C(C)(=O)OCC (toluene ethyl acetate), CN(C=O)C (dimethylformamide). Procedure details: A solution of 372 mg of 2-[(3S,4R)-4-(benzthiazol-2-yldithio)-3-methoxy-2-oxoazetidin-1-yl]-3-methylcrotonic acid methyl ester in 10 ml of dimethylformamide is cooled to -20°, 10 ml of a solution of 2 g of sodium borohydride in 200 ml of dimethylformamide are added and the mixture is stirrcd at the same temperature for 30 minutes. 5 ml of freshly distilled acetyl bromide are added to the reaction mixture and the mixture is further stirred for 110 minutes at 0°. After adding 150 ml of benzene, th... Conditions: time 30 minute. As a reaction SMILES: [CH3:1][O:2][C:3](=[O:26])[C:4]([N:8]1[C@H:11]([S:12]SC2SC3C=CC=CC=3N=2)[C@@H:10]([O:23][CH3:24])[C:9]1=[O:25])=[C:5]([CH3:7])[CH3:6].[BH4-].[Na+].[C:29](Br)(=[O:31])[CH3:30].C1C=CC=CC=1>CN(C)C=O.C1(C)C=CC=CC=1.C(OCC)(=O)C>[CH3:1][O:2][C:3](=[O:26])[C:4]([N:8]1[C@H:11]([S:12][C:29](=[O:31])[CH3:30])[C@@H:10]([O:23][CH3:24])[C:9]1=[O:25])=[C:5]([CH3:6])[CH3:7] |f:1.2,6.7|. Reactants: [Ca+2], S=C(Cl)Cl, Nc1ccc(Cl)cn1, O=C([O-])[O-], O. The product is S=C=Nc1ccc(Cl)cn1. As a reaction SMILES: [Ca+2:13].[Cl:1][C:2]([Cl:3])=[S:4].[Cl:5][c:6]1[cH:7][cH:8][c:9]([NH2:12])[n:10][cH:11]1.[O-:14][C:15](=[O:16])[O-:17].[OH2:18]>>[C:2](=[S:4])=[N:12][c:9]1[cH:8][cH:7][c:6]([Cl:5])[cH:11][n:10]1.